This data is from the Open Reaction Database (ORD), a public repository of structured organic reaction records. The task is: describe an organic reaction: reactants, conditions, products, and yield Starting materials: CC1=CC(NC=C1[N+](=O)[O-])=O (4-methyl-5-nitro-1H-pyridine-2-one), S(=O)(Cl)Cl (thionyl chloride). The reagents and catalysts are CN(C=O)C (dimethylformamide). The product is ClC1=NC=C(C(=C1)C)[N+](=O)[O-] (2-chloro-4-methyl-5-nitropyridine). Yield: 95.0%. Reaction SMILES: [CH3:1][C:2]1[C:7]([N+:8]([O-:10])=[O:9])=[CH:6][NH:5][C:4](=O)[CH:3]=1.S(Cl)([Cl:14])=O>CN(C)C=O>[Cl:14][C:4]1[CH:3]=[C:2]([CH3:1])[C:7]([N+:8]([O-:10])=[O:9])=[CH:6][N:5]=1. Procedure: A mixture of 4-methyl-5-nitro-1H-pyridine-2-one (5.00 g, 32.44 mmol), thionyl chloride (20 ml), and two drops of dimethylformamide was heated atreflux under nitrogen for 52 hours. The resultant orange colored solution was evaporated under reduced pressure, and a small amount of anhydrous toluene was added and then removed via evaporation under reduced pressure to remove traces of thionyl chloride. The residual oil then passed througha silica gel filter (dried at 150° C. under vacuum overnight, a... Starting materials: FC(OC1=CC=C(CP(OCC)(OCC)=O)C=C1)(F)F (Diethyl (4-trifluoromethoxybenzyl)phosphonate), BrC1=C(C=C(C#N)C=C1)C=O (4-bromo-3-formyl-benzonitrile), CC(C)([O-])C.[K+] (Potassium tert-butoxide), saturated aqueous solution, [Cl-].[NH4+] (ammonium chloride). The solvent is CN(C)C=O (DMF), O (water). Reaction conditions: temperature -25 celsius, time 2 hour. Yields the product BrC1=C(C=C(C#N)C=C1)C=CC1=CC=C(C=C1)OC(F)(F)F (4-bromo-3-[2-(4-trifluoromethoxy-phenyl)-vinyl]-benzonitrile). Isolated yield 44.5%. As a reaction SMILES: [F:1][C:2]([F:20])([F:19])[O:3][C:4]1[CH:18]=[CH:17][C:7]([CH2:8]P(=O)(OCC)OCC)=[CH:6][CH:5]=1.[Br:21][C:22]1[CH:29]=[CH:28][C:25]([C:26]#[N:27])=[CH:24][C:23]=1[CH:30]=O.CC(C)([O-])C.[K+].[Cl-].[NH4+]>CN(C=O)C.O>[Br:21][C:22]1[CH:29]=[CH:28][C:25]([C:26]#[N:27])=[CH:24][C:23]=1[CH:30]=[CH:8][C:7]1[CH:6]=[CH:5][C:4]([O:3][C:2]([F:1])([F:19])[F:20])=[CH:18][CH:17]=1 |f:2.3,4.5|. Reported procedure: Diethyl (4-trifluoromethoxybenzyl)phosphonate (7.8 g) was dissolved in 100 mL of DMF, 5.0 g of 4-bromo-3-formyl-benzonitrile was added, and the mixture was cooled to −25° C. Potassium tert-butoxide (6.4 g) was added, and the mixture was stirred for 2 hours at −25° C. To the reaction mixture, 100 mL of a saturated aqueous solution of ammonium chloride and 100 mL of water were added, and the mixture was extracted 3 times with ethyl acetate (100 mL). The respective organic layers were combined, whe...